This data is from the Open Reaction Database (ORD), a public repository of structured organic reaction records. The task is: describe an organic reaction: reactants, conditions, products, and yield The reactants are FC(C=1C=C(C=C(C1)C(F)(F)F)[C@@H](C)N(C(=O)N1[C@H](C(NCC1)=O)C1=C(C=C(C=C1)F)C)C)(F)F (2-(S)-(4-Fluoro-2-methyl-phenyl)-3-oxo-piperazine-1-carboxylic acid [1-(R)-(3,5-bis-trifluoromethyl-phenyl)-ethyl]-methyl-amide), Cl (HCl), O (Water), C(=O)(O)[O-].[Na+] (NaHCO3). Run in C1CCOC1 (THF), C1CCOC1 (THF), C1CCOC1 (THF). Reaction conditions: time 1 hour. Product: FC(C=1C=C(C=C(C1)C(F)(F)F)[C@@H](C)N(C(=O)N1[C@H](CNCC1)C1=C(C=C(C=C1)F)C)C)(F)F (2-(S)-(4-Fluoro-2-methyl-phenyl)-piperazine-1-carboxylic acid [1-(R)-(3,5-bis-trifluoromethyl-phenyl)-ethyl]-methyl-amide). The yield is 57.4%. Reaction SMILES: [F:1][C:2]([F:35])([F:34])[C:3]1[CH:4]=[C:5]([C@H:13]([N:15]([CH3:33])[C:16]([N:18]2[CH2:23][CH2:22][NH:21][C:20](=O)[C@@H:19]2[C:25]2[CH:30]=[CH:29][C:28]([F:31])=[CH:27][C:26]=2[CH3:32])=[O:17])[CH3:14])[CH:6]=[C:7]([C:9]([F:12])([F:11])[F:10])[CH:8]=1.Cl.O.C([O-])(O)=O.[Na+]>C1COCC1>[F:35][C:2]([F:1])([F:34])[C:3]1[CH:4]=[C:5]([C@H:13]([N:15]([CH3:33])[C:16]([N:18]2[CH2:23][CH2:22][NH:21][CH2:20][C@@H:19]2[C:25]2[CH:30]=[CH:29][C:28]([F:31])=[CH:27][C:26]=2[CH3:32])=[O:17])[CH3:14])[CH:6]=[C:7]([C:9]([F:10])([F:11])[F:12])[CH:8]=1 |f:3.4|. Reported procedure: To a solution of intermediate 40a (15.6 g) in anhydrous THF (94 m[), at 0° C., under N2, BH3 THF 1M/THF (154 ml) was added. The solution was heated at reflux for 3 hr. HCl 37% (54 ml) was slowly added maintaining the reaction mixture in an ice-bath and the reaction mixture was stirred at rt for 1 hr. Water was then added (125 ml) and solid NaHCO3 (62.4 g) was added portionwise until a pH of 6.5. The aqueous phase was extracted with Et2O (4×160 ml) and the combined organic extracts were dried ove... The reactants are CCO, Cl, CCOC(=O)c1cccc(S(=O)(=O)Nc2ccccc2F)c1, [Na+], [OH-], O. Product: O=C(O)c1cccc(S(=O)(=O)Nc2ccccc2F)c1. As a reaction SMILES: [CH3:23][CH2:24][OH:25].[ClH:28].[F:1][c:2]1[c:3]([NH:8][S:9](=[O:10])(=[O:11])[c:12]2[cH:13][c:14]([C:15](=[O:16])[O:17][CH2:18][CH3:19])[cH:20][cH:21][cH:22]2)[cH:4][cH:5][cH:6][cH:7]1.[Na+:27].[OH-:26].[OH2:29]>>[F:1][c:2]1[c:3]([NH:8][S:9](=[O:10])(=[O:11])[c:12]2[cH:13][c:14]([C:15](=[O:16])[OH:17])[cH:20][cH:21][cH:22]2)[cH:4][cH:5][cH:6][cH:7]1. Starting materials: BrCc1ccccc1, O=C([O-])[O-], COC(=O)c1cc(O)c2cc(F)ccc2c1, CC(C)=O, [K+], [K+]. Product: COC(=O)c1cc(OCc2ccccc2)c2cc(F)ccc2c1. As a reaction SMILES: [Br:23][CH2:24][c:25]1[cH:26][cH:27][cH:28][cH:29][cH:30]1.[C:17](=[O:18])([O-:19])[O-:20].[CH3:1][O:2][C:3](=[O:4])[c:5]1[cH:6][c:7]2[cH:8][cH:9][c:10]([F:16])[cH:11][c:12]2[c:13]([OH:15])[cH:14]1.[CH3:31][C:32](=[O:33])[CH3:34].[K+:21].[K+:22]>>[CH3:1][O:2][C:3](=[O:4])[c:5]1[cH:6][c:7]2[cH:8][cH:9][c:10]([F:16])[cH:11][c:12]2[c:13]([O:15][CH2:24][c:25]2[cH:26][cH:27][cH:28][cH:29][cH:30]2)[cH:14]1. Run in C(Cl)Cl (CH2Cl2), ClCCl (dichloromethane), C(C)(=O)OCC (ethyl acetate), O (water), C(Cl)Cl (CH2Cl2). Reported procedure: A solution of 9-fluorene carboxylic acid (2.10 g, 10.0 mmol) in 50 mL of CH2Cl2 was treated with oxalyl chloride in dichloromethane (6.0 mL, 12.0 mmol) and two drops of DMF. After 0.75 h, the mixture was concentrated under reduced pressure to give a white solid. The solid was diluted with 50 mL of CH2Cl2, cooled to 0° C., treated with benzylamine (1.17 g, 11.0 mmol) and pyridine (0.87 g, 11 mmol). The transparent yellow solution was stirred for 3 h at room temperature and diluted with ethyl acet... Run at temperature 0 celsius, time 0.75 hour. Reactants: C1=CC=CC=2C3=CC=CC=C3C(C12)C(=O)O (9-fluorene carboxylic acid), C(C(=O)Cl)(=O)Cl (oxalyl chloride), C(C1=CC=CC=C1)N (benzylamine), N1=CC=CC=C1 (pyridine). The product is C1(=CC=CC=C1)CNC(=O)C1C2=CC=CC=C2C=2C=CC=CC12 (N-(Phenylmethyl)-9H-fluorene-9-carboxamide). As a reaction SMILES: [CH:1]1[C:13]2[CH:12]([C:14]([OH:16])=O)[C:11]3[C:6](=[CH:7][CH:8]=[CH:9][CH:10]=3)[C:5]=2[CH:4]=[CH:3][CH:2]=1.C(Cl)(=O)C(Cl)=O.[CH2:23]([NH2:30])[C:24]1[CH:29]=[CH:28][CH:27]=[CH:26][CH:25]=1.N1C=CC=CC=1>C(Cl)Cl.CN(C=O)C.C(OCC)(=O)C.O>[C:24]1([CH2:23][NH:30][C:14]([CH:12]2[C:13]3[CH:1]=[CH:2][CH:3]=[CH:4][C:5]=3[C:6]3[C:7]2=[CH:8][CH:9]=[CH:10][CH:11]=3)=[O:16])[CH:29]=[CH:28][CH:27]=[CH:26][CH:25]=1. Reagents/catalysts: CN(C)C=O (DMF). Isolated yield 86.9%.